From a dataset of the Open Reaction Database (ORD), a public repository of structured organic reaction records. describe an organic reaction: reactants, conditions, products, and yield Starting materials: C(C)(=O)OC(C)=O (Acetic anhydride), Cl.NCC1=CC=CC(=N1)C#N (6-aminomethyl-2-pyridinecarbonitrile hydrochloride). Solvent: N1=CC=CC=C1 (pyridine). Conditions: time 4 hour. Yields the product C(C)(=O)NCC1=CC=CC(=N1)C#N (6-(acetylaminomethyl)-2-pyridinecarbonitrile). RXN SMILES: C(O[C:5](=[O:7])[CH3:6])(=O)C.Cl.[NH2:9][CH2:10][C:11]1[N:16]=[C:15]([C:17]#[N:18])[CH:14]=[CH:13][CH:12]=1>N1C=CC=CC=1>[C:5]([NH:9][CH2:10][C:11]1[N:16]=[C:15]([C:17]#[N:18])[CH:14]=[CH:13][CH:12]=1)(=[O:7])[CH3:6] |f:1.2|. Procedure: Acetic anhydride (1.29 ml) was added dropwise to a mixture of 6-aminomethyl-2-pyridinecarbonitrile hydrochloride (2.10 g) in pyridine (21 ml). The solution was stirred for four hours at ambient temperature and evaporated in vacuo. The residue was mixed with aqueous potassium carbonate and extracted with ethyl acetate. The extract was dried over magnesium sulfate and evaporated in vacuo to give 6-(acetylaminomethyl)-2-pyridinecarbonitrile (1.72 g). The reactants are CN(C)C=O, Cn1ncnc1CCl, Cl, O=C1CC(c2cc3nnc(-c4ccccc4F)n3[nH]c2=O)C1, [H-], [Na+]. Product: Cn1ncnc1COc1nn2c(-c3ccccc3F)nnc2cc1C1CC(=O)C1. RXN SMILES: [CH3:34][N:35]([CH3:36])[CH:37]=[O:38].[Cl:26][CH2:27][c:28]1[n:29][cH:30][n:31][n:32]1[CH3:33].[ClH:25].[F:3][c:4]1[c:5](-[c:10]2[n:11][n:12][c:13]3[n:14]2[nH:15][c:16](=[O:24])[c:17]([CH:19]2[CH2:20][C:21](=[O:23])[CH2:22]2)[cH:18]3)[cH:6][cH:7][cH:8][cH:9]1.[H-:1].[Na+:2]>>[F:3][c:4]1[c:5](-[c:10]2[n:11][n:12][c:13]3[n:14]2[n:15][c:16]([O:24][CH2:27][c:28]2[n:29][cH:30][n:31][n:32]2[CH3:33])[c:17]([CH:19]2[CH2:20][C:21](=[O:23])[CH2:22]2)[cH:18]3)[cH:6][cH:7][cH:8][cH:9]1.